This data is from the Open Reaction Database (ORD), a public repository of structured organic reaction records. The task is: describe an organic reaction: reactants, conditions, products, and yield Reaction SMILES: [OH:1][CH:2]([CH:13]([CH3:15])[CH3:14])[CH2:3][O:4][C:5]1[CH:6]=[C:7]([CH:10]=[CH:11][CH:12]=1)[CH:8]=[O:9].[C:16](#[N:18])[CH3:17]>>[OH:9][CH:8]([C:7]1[CH:10]=[CH:11][CH:12]=[C:5]([O:4][CH2:3][CH:2]([OH:1])[CH:13]([CH3:15])[CH3:14])[CH:6]=1)[CH2:17][C:16]#[N:18]. Reported procedure: Addition of acetonitrile to benzaldehyde 135 following the method used in Example 34 gave 3-hydroxy-3-(3-(2-hydroxy-3-methylbutoxy)phenyl)propanenitrile (136) as a yellow oil. Yield (0.72 g, 55%): 1H NMR (400 MHz, CDCl3) δ 7.29-7.34 (m, 1H), 6.96-7.0 (m, 2H), 6.89 (dd, J=8.2, 2.0 Hz, 1H), 5.0-5.05 (m, 1H), 4.05 (dd, J=9.2, 2.8 Hz, 1H), 3.92 (dd like t, J=8.4 Hz, 1H), 3.72-3.76 (m, 1H), 2.77 (d, J=6.0 Hz, 2H), 2.44 (d, J=3.6 Hz, 1H), 2.25 (d, J=3.6 Hz, 1H), 1.84-1.93 (m, 1H), 1.04 (d, J=6.8 Hz, 3... The reactants are OC(COC=1C=C(C=O)C=CC1)C(C)C (3-(2-hydroxy-3-methylbutoxy)benzaldehyde), C(C)#N (acetonitrile). The product is OC(CC#N)C1=CC(=CC=C1)OCC(C(C)C)O (3-hydroxy-3-(3-(2-hydroxy-3-methylbutoxy)phenyl)propanenitrile). The reactants are O=C(Cl)C1CCN(C(=O)OCc2ccccc2)CC1, NC(c1ccc2ccc(-c3ccccc3)nc2c1)c1nccnc1Cl, ClCCl. Product: O=C(NC(c1ccc2ccc(-c3ccccc3)nc2c1)c1nccnc1Cl)C1CCN(C(=O)OCc2ccccc2)CC1. Reaction SMILES: [CH2:26]([c:27]1[cH:28][cH:29][cH:30][cH:31][cH:32]1)[O:33][C:34](=[O:35])[N:36]1[CH2:37][CH2:38][CH:39]([C:42](=[O:43])[Cl:44])[CH2:40][CH2:41]1.[Cl:1][c:2]1[c:3]([CH:8]([c:9]2[cH:10][cH:11][c:12]3[cH:13][cH:14][c:15](-[c:19]4[cH:20][cH:21][cH:22][cH:23][cH:24]4)[n:16][c:17]3[cH:18]2)[NH2:25])[n:4][cH:5][cH:6][n:7]1.[Cl:45][CH2:46][Cl:47]>>[Cl:1][c:2]1[c:3]([CH:8]([c:9]2[cH:10][cH:11][c:12]3[cH:13][cH:14][c:15](-[c:19]4[cH:20][cH:21][cH:22][cH:23][cH:24]4)[n:16][c:17]3[cH:18]2)[NH:25][C:42]([CH:39]2[CH2:38][CH2:37][N:36]([C:34]([O:33][CH2:26][c:27]3[cH:28][cH:29][cH:30][cH:31][cH:32]3)=[O:35])[CH2:41][CH2:40]2)=[O:43])[n:4][cH:5][cH:6][n:7]1. The reactants are CCO, OCCCCCCCC=CCCc1ccccc1. Product: OCCCCCCCCCCCc1ccccc1. RXN SMILES: [CH3:19][CH2:20][OH:21].[c:1]1([CH2:7][CH2:8][CH:9]=[CH:10][CH2:11][CH2:12][CH2:13][CH2:14][CH2:15][CH2:16][CH2:17][OH:18])[cH:2][cH:3][cH:4][cH:5][cH:6]1>>[c:1]1([CH2:7][CH2:8][CH2:9][CH2:10][CH2:11][CH2:12][CH2:13][CH2:14][CH2:15][CH2:16][CH2:17][OH:18])[cH:2][cH:3][cH:4][cH:5][cH:6]1. Reactants: Br (hydrobromic acid), N12CC(C(CC1)CC2)=O (3-quinuclidinone). Solvent: O (water). The product is Br.N12CC(C(CC1)CC2)=O (3-quinuclidinone hydrobromide). The yield is 0.1%. Reaction SMILES: [BrH:1].[N:2]12[CH2:9][CH2:8][CH:5]([CH2:6][CH2:7]1)[C:4](=[O:10])[CH2:3]2>O>[BrH:1].[N:2]12[CH2:9][CH2:8][CH:5]([CH2:6][CH2:7]1)[C:4](=[O:10])[CH2:3]2 |f:3.4|. Procedure: 21.8 g (167 mol) of 62 percent hydrobromic acid was added dropwise to a solution of 19.0 g (152 mol) of 3-quinuclidinone in 50 ml of water and thereaction mixture was evaporated to dryness. The residue was suspended in 100 ml of tetrahydrofuran, filtered off on a frit and washed with 50 ml oftetrahydrofuran. After drying, 30.5 g (98 percent) of 3-quinuclidinone hydrobromide were isolated in the form of white crystals.